From a dataset of the Open Reaction Database (ORD), a public repository of structured organic reaction records. describe an organic reaction: reactants, conditions, products, and yield Starting materials: acid, IC1=CC=CC=2C3=C(NC12)CCN(C3)C(=O)OC(C)(C)C (Tert-butyl 6-iodo-1,3,4,5-tetrahydro-2H-pyrido[4,3-b]indole-2-carboxylate), [OH-].[K+] (potassium hydroxide), IC (iodomethane), [OH-].[Na+] (sodium hydroxide). Solvent: C(Cl)Cl (CH2Cl2), COCCOC (DME), C(C)(=O)OCC (ethyl acetate). Run at temperature 80 celsius, time 30 minute. The product is IC1=CC=CC=2C3=C(N(C12)C)CCNC3 (6-iodo-5-methyl-2,3,4,5-tetrahydro-1H-pyrido[4,3-b]indole). The yield is 72.6%. RXN SMILES: [I:1][C:2]1[C:10]2[NH:9][C:8]3[CH2:11][CH2:12][N:13](C(OC(C)(C)C)=O)[CH2:14][C:7]=3[C:6]=2[CH:5]=[CH:4][CH:3]=1.[OH-].[K+].I[CH3:25].[OH-].[Na+]>COCCOC.C(OCC)(=O)C.C(Cl)Cl>[I:1][C:2]1[C:10]2[N:9]([CH3:25])[C:8]3[CH2:11][CH2:12][NH:13][CH2:14][C:7]=3[C:6]=2[CH:5]=[CH:4][CH:3]=1 |f:1.2,4.5|. Reported procedure: Tert-butyl 6-iodo-1,3,4,5-tetrahydro-2H-pyrido[4,3-b]indole-2-carboxylate (6.8 g, 17 mmol) was dissolved in DME (50 mL), and potassium hydroxide (4.8 g, 85.4 mmol) and iodomethane (15.7 g, 110.5 mmol) were added and heated at 80° C. in a pressure vessel for 3 h. The reaction was cooled to room temperature and diluted with ethyl acetate (50 mL). The solids were removed by vacuum filtration. The filtrate was concentrated under reduced pressure to give a brown oil (5.5 g, 79% crude yield). The oil ...